Dataset: the Open Reaction Database (ORD), a public repository of structured organic reaction records. Task: describe an organic reaction: reactants, conditions, products, and yield Yields the product Nc1ncc(Br)c(Oc2c(F)cccc2F)c1Cl. RXN SMILES: [Br:1][c:2]1[c:3]([O:9][c:10]2[c:11]([F:17])[cH:12][cH:13][cH:14][c:15]2[F:16])[cH:4][c:5]([NH2:8])[n:6][cH:7]1.[CH3:26][C:27]#[N:28].[Cl:18][N:19]1[C:20](=[O:21])[CH2:22][CH2:23][C:24]1=[O:25]>>[Br:1][c:2]1[c:3]([O:9][c:10]2[c:11]([F:17])[cH:12][cH:13][cH:14][c:15]2[F:16])[c:4]([Cl:18])[c:5]([NH2:8])[n:6][cH:7]1. Reactants: Nc1cc(Oc2c(F)cccc2F)c(Br)cn1, CC#N, O=C1CCC(=O)N1Cl. Starting materials: C1=CC=CC2=CC=CC=C12 (naphthalene), C(C)OCC (diethyl ether), C1(=CC=CC=C1)N1C(C=CC1=O)=O (N-phenylmaleimide), N(=NC(C#N)(C)C)C(C#N)(C)C (azobisisobutyronitrile). Solvent: C(C=C)C1=C(C=CC=C1)O (2-allylphenol), C1CCOC1 (THF). Run at temperature 74 celsius. The product is C(C=C)C1=C(C=CC=C1)O.C1(=CC=CC=C1)N1C(C=CC1=O)=O (2-allylphenol N-phenylmaleimide). RXN SMILES: [C:1]1([N:7]2[C:11](=[O:12])[CH:10]=[CH:9][C:8]2=[O:13])[CH:6]=[CH:5][CH:4]=[CH:3][CH:2]=1.N(C(C)(C)C#N)=NC(C)(C)C#N.[CH:26]1[C:35]2[C:30](=[CH:31][CH:32]=[CH:33][CH:34]=2)C=[CH:28][CH:27]=1.C(OCC)C>C1COCC1.C(C1C=CC=CC=1O)C=C>[CH2:26]([C:35]1[CH:34]=[CH:33][CH:32]=[CH:31][C:30]=1[OH:12])[CH:27]=[CH2:28].[C:1]1([N:7]2[C:11](=[O:12])[CH:10]=[CH:9][C:8]2=[O:13])[CH:2]=[CH:3][CH:4]=[CH:5][CH:6]=1 |f:6.7|. Procedure details: A 2-allylphenol-N-phenylmaleimide copolymer was prepared by conventional free radical solution polymerization. A solution of 51.60 g N-phenylmaleimide and 1.48 g azobisisobutyronitrile in 100 g THF was added over two hours to a heated (79° C.) solution of 0.76 g naphthalene in 40.00 g 2-allylphenol under nitrogen. The solution was heated an additional 24 hours at 74° C., then cooled, and added to diethyl ether. The polymer was filtered and dried. Conversion was to 73%. Reactants: C=CCOc1cc(CC(=O)OC)c(CC)c(OCC=C)c1, O=C(OC(=O)C(F)(F)F)C(F)(F)F, [Na+], O=C(O)c1ccccc1, O=C([O-])O, O=C(O)C(F)(F)F. Product: C=CCOc1cc(OCC=C)c(C(=O)c2ccccc2)c(CC(=O)OC)c1CC. RXN SMILES: [CH2:1]([CH:2]=[CH2:3])[O:4][c:5]1[c:6]([CH2:20][CH3:21])[c:7]([CH2:15][C:16](=[O:17])[O:18][CH3:19])[cH:8][c:9]([O:11][CH2:12][CH:13]=[CH2:14])[cH:10]1.[F:31][C:32]([F:33])([F:34])[C:35]([O:36][C:37](=[O:38])[C:39]([F:40])([F:41])[F:42])=[O:43].[Na+:44].[OH:22][C:23](=[O:24])[c:25]1[cH:26][cH:27][cH:28][cH:29][cH:30]1.[OH:45][C:46](=[O:47])[O-:48].[OH:49][C:50]([C:51]([F:52])([F:53])[F:54])=[O:55]>>[CH2:1]([CH:2]=[CH2:3])[O:4][c:5]1[c:6]([CH2:20][CH3:21])[c:7]([CH2:15][C:16](=[O:17])[O:18][CH3:19])[c:8]([C:23](=[O:22])[c:25]2[cH:26][cH:27][cH:28][cH:29][cH:30]2)[c:9]([O:11][CH2:12][CH:13]=[CH2:14])[cH:10]1. Reactants: COc1ccc(C(=O)Cl)cc1, Cc1ccc(N)cc1Nc1cc(C(F)(F)F)nc(-c2ccncc2)n1. Product: COc1ccc(C(=O)Nc2ccc(C)c(Nc3cc(C(F)(F)F)nc(-c4ccncc4)n3)c2)cc1. RXN SMILES: [C:26]([c:27]1[cH:28][cH:29][c:30]([O:33][CH3:34])[cH:31][cH:32]1)(=[O:35])[Cl:36].[NH2:1][c:2]1[cH:3][cH:4][c:5]([CH3:25])[c:6]([NH:7][c:8]2[n:9][c:10](-[c:18]3[cH:19][cH:20][n:21][cH:22][cH:23]3)[n:11][c:12]([C:14]([F:15])([F:16])[F:17])[cH:13]2)[cH:24]1>>[NH:1]([c:2]1[cH:3][cH:4][c:5]([CH3:25])[c:6]([NH:7][c:8]2[n:9][c:10](-[c:18]3[cH:19][cH:20][n:21][cH:22][cH:23]3)[n:11][c:12]([C:14]([F:15])([F:16])[F:17])[cH:13]2)[cH:24]1)[C:26]([c:27]1[cH:28][cH:29][c:30]([O:33][CH3:34])[cH:31][cH:32]1)=[O:35]. Starting materials: Br, CC(c1ccc(C(C)(C)C)cc1)c1ccc(C(C)(C)C)cc1. Yields the product C=Cc1ccc(C(C)(C)C)cc1. Reaction SMILES: [Br:1].[C:2]([CH3:3])([CH3:4])([CH3:5])[c:6]1[cH:7][cH:8][c:9]([CH:12]([CH3:13])[c:14]2[cH:15][cH:16][c:17]([C:18]([CH3:19])([CH3:20])[CH3:21])[cH:22][cH:23]2)[cH:10][cH:11]1>>[C:2]([CH3:3])([CH3:4])([CH3:5])[c:6]1[cH:7][cH:8][c:9]([CH:12]=[CH2:13])[cH:10][cH:11]1. The reactants are C#CC1(O)CCN(C(C)=O)CC1, CC(C)(C)[O-], Fc1ccc(F)c(CCl)c1, [K+], CN(C)C=O. Product: C#CC1(OCc2cc(F)ccc2F)CCN(C(C)=O)CC1. RXN SMILES: [C:7]([CH3:8])(=[O:9])[N:10]1[CH2:11][CH2:12][C:13]([OH:16])([C:17]#[CH:18])[CH2:14][CH2:15]1.[CH3:1][C:2]([CH3:3])([O-:4])[CH3:5].[F:19][c:20]1[c:21]([CH2:22][Cl:23])[cH:24][c:25]([F:28])[cH:26][cH:27]1.[K+:6].[O:29]=[CH:30][N:31]([CH3:32])[CH3:33]>>[C:7]([CH3:8])(=[O:9])[N:10]1[CH2:11][CH2:12][C:13]([O:16][CH2:22][c:21]2[c:20]([F:19])[cH:27][cH:26][c:25]([F:28])[cH:24]2)([C:17]#[CH:18])[CH2:14][CH2:15]1. Starting materials: O=C(Nc1nonc1-c1noc(=O)n1-c1ccc(F)c(Br)c1)C(F)(F)F, COCCCO, CC(C)OC(=O)N=NC(=O)OC(C)C, C1CCOC1, c1ccc(P(c2ccccc2)c2ccccc2)cc1. The product is COCCCNc1nonc1-c1noc(=O)n1-c1ccc(F)c(Br)c1. Reaction SMILES: [Br:40][c:41]1[cH:42][c:43](-[n:48]2[c:49](-[c:54]3[c:55]([NH:59][C:60](=[O:61])[C:62]([F:63])([F:64])[F:65])[n:56][o:57][n:58]3)[n:50][o:51][c:52]2=[O:53])[cH:44][cH:45][c:46]1[F:47].[CH3:1][O:2][CH2:3][CH2:4][CH2:5][OH:6].[O:26]=[C:27]([O:28][CH:29]([CH3:30])[CH3:31])[N:32]=[N:33][C:34]([O:35][CH:36]([CH3:37])[CH3:38])=[O:39].[O:66]1[CH2:67][CH2:68][CH2:69][CH2:70]1.[c:7]1([P:8]([c:9]2[cH:10][cH:11][cH:12][cH:13][cH:14]2)[c:15]2[cH:16][cH:17][cH:18][cH:19][cH:20]2)[cH:21][cH:22][cH:23][cH:24][cH:25]1>>[CH3:1][O:2][CH2:3][CH2:4][CH2:5][NH:59][c:55]1[c:54](-[c:49]2[n:48](-[c:43]3[cH:42][c:41]([Br:40])[c:46]([F:47])[cH:45][cH:44]3)[c:52](=[O:53])[o:51][n:50]2)[n:58][o:57][n:56]1. Reactants: CCO, O=C1Nc2ccc([N+](=O)[O-])cc2SC1=Cc1c[nH]c2ccccc12, NN, O. Yields the product Nc1ccc2c(c1)SC(=Cc1c[nH]c3ccccc13)C(=O)N2. As a reaction SMILES: [CH3:28][CH2:29][OH:30].[N+:1]([O-:2])(=[O:3])[c:4]1[cH:5][c:6]2[c:7]([cH:23][cH:24]1)[NH:8][C:9](=[O:22])[C:10](=[CH:12][c:13]1[cH:14][nH:15][c:16]3[cH:17][cH:18][cH:19][cH:20][c:21]13)[S:11]2.[NH2:26][NH2:27].[OH2:25]>>[NH2:1][c:4]1[cH:5][c:6]2[c:7]([cH:23][cH:24]1)[NH:8][C:9](=[O:22])[C:10](=[CH:12][c:13]1[cH:14][nH:15][c:16]3[cH:17][cH:18][cH:19][cH:20][c:21]13)[S:11]2. The reactants are C(CCC)N(C1=CC(=C(C=C1)C=CC=CC=O)OC)CCCC (5-(4-dibutylamino-2-methoxyphenyl)-2,4-pentadienal), C(#N)C=1C(OC(C1C)(C(F)(F)F)C1=CC=CC=C1)=C(C#N)C#N (2-(3-cyano-4-methyl-5-phenyl-5-trifluoromethyl-2(5H)-furanylidene)propanedinitrile). Solvent: C(C)O (ethanol). Conditions: temperature 50 celsius. Product: C(CCC)N(C1=CC(=C(C=C1)C=CC=CC=CC1=C(C(OC1(C(F)(F)F)C1=CC=CC=C1)=C(C#N)C#N)C#N)OC)CCCC (2-[4-[6-(4-dibutylamino-2-methoxyphenyl)-1,3,5-hexatrienyl]-3-cyano-5-phenyl-5-trifluoromethyl-2(5H)-furanylidene]propanedinitrile). Isolated yield 88.2%. Reaction SMILES: [CH2:1]([N:5]([CH2:20][CH2:21][CH2:22][CH3:23])[C:6]1[CH:11]=[CH:10][C:9]([CH:12]=[CH:13][CH:14]=[CH:15][CH:16]=O)=[C:8]([O:18][CH3:19])[CH:7]=1)[CH2:2][CH2:3][CH3:4].[C:24]([C:26]1[C:27](=[C:42]([C:45]#[N:46])[C:43]#[N:44])[O:28][C:29]([C:36]2[CH:41]=[CH:40][CH:39]=[CH:38][CH:37]=2)([C:32]([F:35])([F:34])[F:33])[C:30]=1[CH3:31])#[N:25]>C(O)C>[CH2:1]([N:5]([CH2:20][CH2:21][CH2:22][CH3:23])[C:6]1[CH:11]=[CH:10][C:9]([CH:12]=[CH:13][CH:14]=[CH:15][CH:16]=[CH:31][C:30]2[C:29]([C:36]3[CH:37]=[CH:38][CH:39]=[CH:40][CH:41]=3)([C:32]([F:35])([F:33])[F:34])[O:28][C:27](=[C:42]([C:45]#[N:46])[C:43]#[N:44])[C:26]=2[C:24]#[N:25])=[C:8]([O:18][CH3:19])[CH:7]=1)[CH2:2][CH2:3][CH3:4]. Reported procedure: To 5 ml of ethanol were added 100 mg (0.32 mmol) of 5-(4-dibutylamino-2-methoxyphenyl)-2,4-pentadienal and 110 mg (0.35 mmol) of 2-(3-cyano-4-methyl-5-phenyl-5-trifluoromethyl-2(5H)-furanylidene)propanedinitrile, and the mixture was stirred with heating at 50° C. for 2.5 hours. The precipitate was separated by filtration and purified by silica gel column chromatography to give 173 mg of a yellowish brown crystal (yield: 89.1%; mp: 208-210° C.) The reactants are C1CCOC1, O=C1NC(=O)c2ccccc21, OCC1Cc2ccccc2O1, CCOC(=O)N=NC(=O)OCC, c1ccc(P(c2ccccc2)c2ccccc2)cc1. Product: O=C1c2ccccc2C(=O)N1CC1Cc2ccccc2O1. As a reaction SMILES: [CH2:54]1[O:55][CH2:56][CH2:57][CH2:58]1.[O:12]=[C:13]1[NH:14][C:15](=[O:16])[c:17]2[cH:18][cH:19][cH:20][cH:21][c:22]21.[O:1]1[CH:2]([CH2:10][OH:11])[CH2:3][c:4]2[c:5]1[cH:6][cH:7][cH:8][cH:9]2.[O:42]=[C:43]([O:44][CH2:45][CH3:46])[N:47]=[N:48][C:49]([O:50][CH2:51][CH3:52])=[O:53].[c:23]1([P:24]([c:25]2[cH:26][cH:27][cH:28][cH:29][cH:30]2)[c:31]2[cH:32][cH:33][cH:34][cH:35][cH:36]2)[cH:37][cH:38][cH:39][cH:40][cH:41]1>>[O:1]1[CH:2]([CH2:10][N:14]2[C:13](=[O:12])[c:22]3[c:17]([cH:18][cH:19][cH:20][cH:21]3)[C:15]2=[O:16])[CH2:3][c:4]2[c:5]1[cH:6][cH:7][cH:8][cH:9]2.